This data is from the Open Reaction Database (ORD), a public repository of structured organic reaction records. The task is: describe an organic reaction: reactants, conditions, products, and yield Reactants: COCCOCCO, O, Cc1ccc(S(=O)(=O)Cl)cc1, c1ccncc1. Reaction SMILES: [CH3:1][O:2][CH2:3][CH2:4][O:5][CH2:6][CH2:7][OH:8].[OH2:20].[c:9]1([CH3:19])[cH:10][cH:11][c:12]([S:15](=[O:16])(=[O:17])[Cl:18])[cH:13][cH:14]1.[cH:21]1[cH:22][cH:23][n:24][cH:25][cH:26]1>>[CH3:1][O:2][CH2:3][CH2:4][O:5][CH2:6][CH2:7][O:8][S:15]([c:12]1[cH:11][cH:10][c:9]([CH3:19])[cH:14][cH:13]1)(=[O:16])=[O:17]. Yields the product COCCOCCOS(=O)(=O)c1ccc(C)cc1. The yield is 50.2%. Procedure details: To a solution of 2-fluoro-4-{2-methyl-4-[(phenylmethyl)oxy]-1H-indol-1-yl}phenol (D3) (85 mg, 0.24 mmol) in ethanol (7 mL) was added a solution of tetra-n-butylammonium chloride (170 mg, 0.61 mmol) in ethyl acetate (1 mL). The solution was hydrogenated in an H-cube over a 10% Pd/C catalyst. The resulting solution was concentrated and the product purified by MDAP to yield the title compound (E3) (31 mg). Product: FC=1C=C(C=CC1O)N1C(=CC=2C(=CC=CC12)O)C (1-(3-Fluoro-4-hydroxyphenyl)-2-methyl-1H-indol-4-ol). RXN SMILES: [F:1][C:2]1[CH:7]=[C:6]([N:8]2[C:16]3[C:11](=[C:12]([O:17]CC4C=CC=CC=4)[CH:13]=[CH:14][CH:15]=3)[CH:10]=[C:9]2[CH3:25])[CH:5]=[CH:4][C:3]=1[OH:26]>C(O)C.[Cl-].C([N+](CCCC)(CCCC)CCCC)CCC.C(OCC)(=O)C.[Pd]>[F:1][C:2]1[CH:7]=[C:6]([N:8]2[C:16]3[CH:15]=[CH:14][CH:13]=[C:12]([OH:17])[C:11]=3[CH:10]=[C:9]2[CH3:25])[CH:5]=[CH:4][C:3]=1[OH:26] |f:2.3|. Solvent: C(C)O (ethanol), C(C)(=O)OCC (ethyl acetate). Starting materials: FC1=C(C=CC(=C1)N1C(=CC2=C(C=CC=C12)OCC1=CC=CC=C1)C)O (2-Fluoro-4-{2-methyl-4-[(phenylmethyl)oxy]-1H-indol-1-yl}phenol). The reagents and catalysts are [Cl-].C(CCC)[N+](CCCC)(CCCC)CCCC (tetra-n-butylammonium chloride), [Pd] (Pd/C). The reactants are C1N2CCC(C=3NC=4C=CC=CC4C31)CC2 (3,4,5,6-tetrahydro-1H-2,5-ethanoazepino[4,3-b]indole), BrC1=NC(=CC=C1)N1N=CC=C1 (2-bromo-6-(1H-pyrazol-1-yl)pyridine). Product: N1(N=CC=C1)C1=CC=CC(=N1)N1C2=C(C=3C=CC=CC13)CN1CCC2CC1 (6-[6-(1H-pyrazol-1-yl)pyridin-2-yl]-3,4,5,6-tetrahydro-1H-2,5-ethanoazepino[4,3-b]indole). Reaction SMILES: [CH2:1]1[C:14]2[C:13]3[CH:12]=[CH:11][CH:10]=[CH:9][C:8]=3[NH:7][C:6]=2[CH:5]2[CH2:15][CH2:16][N:2]1[CH2:3][CH2:4]2.Br[C:18]1[CH:23]=[CH:22][CH:21]=[C:20]([N:24]2[CH:28]=[CH:27][CH:26]=[N:25]2)[N:19]=1>>[N:24]1([C:20]2[N:19]=[C:18]([N:7]3[C:8]4[CH:9]=[CH:10][CH:11]=[CH:12][C:13]=4[C:14]4[CH2:1][N:2]5[CH2:3][CH2:4][CH:5]([C:6]3=4)[CH2:15][CH2:16]5)[CH:23]=[CH:22][CH:21]=2)[CH:28]=[CH:27][CH:26]=[N:25]1. Reported procedure: The reaction of 3,4,5,6-tetrahydro-1H-2,5-ethanoazepino[4,3-b]indole (212 mg, 1.0 mmol; Example 187A) and 2-bromo-6-(1H-pyrazol-1-yl)pyridine (336 mg, 1.5 mmol; Maybridge) was performed as described in Example 68 to afford the title compound: 1H NMR (300 MHz, methanol-d4) δ ppm 1.99-2.12 (m, 2H) 2.17-2.30 (m, 2H) 3.09-3.30 (m, 5H) 4.33 (s, 2H) 6.52-6.57 (m, 1H) 7.09-7.19 (m, 2H) 7.36-7.50 (m, 3H) 7.79 (s, 1H) 7.96 (d, J=7 Hz, 1H) 8.12-8.22 (m, 1H) 8.50 (d, J=2 Hz, 1H); MS (DCI/NH3) m/z 356 (M+H)...